The task is: describe an organic reaction: reactants, conditions, products, and yield. This data is from the Open Reaction Database (ORD), a public repository of structured organic reaction records. The reactants are CS(C)=O, ClCc1cc2ccccc2[nH]1, [Na+], [OH-], CCCCCC(O)c1ccc(O)nc1. The product is CCCCCC(O)c1ccc(OCc2cc3ccccc3[nH]2)nc1. RXN SMILES: [CH3:26][S:27]([CH3:28])=[O:29].[Cl:1][CH2:2][c:3]1[nH:4][c:5]2[cH:6][cH:7][cH:8][cH:9][c:10]2[cH:11]1.[Na+:31].[OH-:30].[OH:12][c:13]1[n:14][cH:15][c:16]([CH:19]([CH2:20][CH2:21][CH2:22][CH2:23][CH3:24])[OH:25])[cH:17][cH:18]1>>[CH2:2]([c:3]1[nH:4][c:5]2[cH:6][cH:7][cH:8][cH:9][c:10]2[cH:11]1)[O:12][c:13]1[n:14][cH:15][c:16]([CH:19]([CH2:20][CH2:21][CH2:22][CH2:23][CH3:24])[OH:25])[cH:17][cH:18]1. Starting materials: BrC1=C(C=CC=C1)N1C(N(C2=NC(=NC=C2C1)S(=O)(=O)C)C1=CC(=CC=C1)CO[Si](C1=CC=CC=C1)(C1=CC=CC=C1)C(C)(C)C)=O (3-(2-bromophenyl)-1-[3-(tert-butyldiphenylsilyloxymethyl)phenyl]-3,4-dihydro-7-methanesulfonyl-pyrimido[4,5-d]pyrimidin-2(1H)-one), NC1=CC=CC=C1 (aniline). Run in Cl (hydrochloric acid). Conditions: temperature 180 celsius. Yields the product N(C1=CC=CC=C1)C1=NC=C2C(=N1)N(C(N(C2)C2=C(C=CC=C2)Br)=O)C2=CC(=CC=C2)CO[Si](C2=CC=CC=C2)(C2=CC=CC=C2)C(C)(C)C (7-anilino-3-(2-bromophenyl)-1-[3-((tert-butyldiphenylsilyloxy)methyl)phenyl]-3,4-dihydropyrimido[4,5-d]pyrimidin-2(1H)-one). Yield: 100.0%. As a reaction SMILES: [Br:1][C:2]1[CH:7]=[CH:6][CH:5]=[CH:4][C:3]=1[N:8]1[CH2:17][C:16]2[C:11](=[N:12][C:13](S(C)(=O)=O)=[N:14][CH:15]=2)[N:10]([C:22]2[CH:27]=[CH:26][CH:25]=[C:24]([CH2:28][O:29][Si:30]([C:43]([CH3:46])([CH3:45])[CH3:44])([C:37]3[CH:42]=[CH:41][CH:40]=[CH:39][CH:38]=3)[C:31]3[CH:36]=[CH:35][CH:34]=[CH:33][CH:32]=3)[CH:23]=2)[C:9]1=[O:47].[NH2:48][C:49]1[CH:54]=[CH:53][CH:52]=[CH:51][CH:50]=1>Cl>[NH:48]([C:13]1[N:12]=[C:11]2[N:10]([C:22]3[CH:27]=[CH:26][CH:25]=[C:24]([CH2:28][O:29][Si:30]([C:43]([CH3:46])([CH3:45])[CH3:44])([C:37]4[CH:38]=[CH:39][CH:40]=[CH:41][CH:42]=4)[C:31]4[CH:32]=[CH:33][CH:34]=[CH:35][CH:36]=4)[CH:23]=3)[C:9](=[O:47])[N:8]([C:3]3[CH:4]=[CH:5][CH:6]=[CH:7][C:2]=3[Br:1])[CH2:17][C:16]2=[CH:15][N:14]=1)[C:49]1[CH:54]=[CH:53][CH:52]=[CH:51][CH:50]=1. Procedure details: 1.5 g (2 mmol) of 3-(2-bromophenyl)-1-[3-(tert-butyldiphenylsilyloxymethyl)phenyl]-3,4-dihydro-7-methanesulfonyl-pyrimido[4,5-d]pyrimidin-2(1H)-one (prepared in Example 61(h)) was treated with 3 ml of aniline and the mixture heated at 180° C. for 20 minutes and cooled. The mixture was poured into 50 ml of 2M aqueous hydrochloric acid and the precipitated product filtered off, washed with water and dried to afford 1.5 g (100%) of 7-anilino-3-(2-bromophenyl)-1-[3-((tert-butyldiphenylsilyloxy)methy... Reactants: O=C([O-])O, COCCOCCOC, O=C1CN=C(c2ccccc2F)c2cc(I)ccc2N1, [Na+], O, S=P12SP3(=S)SP(=S)(S1)SP(=S)(S2)S3. Yields the product Fc1ccccc1C1=NCC(=S)Nc2ccc(I)cc21. RXN SMILES: [C:35](=[O:36])([OH:37])[O-:38].[CH3:40][O:41][CH2:42][CH2:43][O:44][CH2:45][CH2:46][O:47][CH3:48].[F:1][c:2]1[c:3]([C:8]2=[N:9][CH2:10][C:11](=[O:20])[NH:12][c:13]3[c:14]2[cH:15][c:16]([I:19])[cH:17][cH:18]3)[cH:4][cH:5][cH:6][cH:7]1.[Na+:39].[OH2:49].[P:21]12(=[S:22])[S:23][P:24]3(=[S:34])[S:25][P:26](=[S:32])([S:27][P:28](=[S:31])([S:29]3)[S:30]1)[S:33]2>>[F:1][c:2]1[c:3]([C:8]2=[N:9][CH2:10][C:11](=[S:22])[NH:12][c:13]3[c:14]2[cH:15][c:16]([I:19])[cH:17][cH:18]3)[cH:4][cH:5][cH:6][cH:7]1. The reactants are CN1C(=CC=C1)CC(=O)OC (methyl (1-methylpyrrol-2-yl)acetate), C(=O)OC (methyl formate), C([O-])([O-])=O.[K+].[K+] (potassium carbonate), [H-].[Na+] (Sodium hydride). The solvent is CN(C)C=O (DMF), petroleum ether, CN(C)C=O (DMF). Conditions: time 3 hour. Yields the product OC=C(C(=O)OC)C=1N(C=CC1)C (methyl 3-hydroxy-2-(1-methylpyrrol-2-yl)propenoate). Yield: 93.1%. RXN SMILES: [H-].[Na+].[CH3:3][N:4]1[CH:8]=[CH:7][CH:6]=[C:5]1[CH2:9][C:10]([O:12][CH3:13])=[O:11].[CH:14](OC)=[O:15].C(=O)([O-])[O-].[K+].[K+]>CN(C=O)C>[OH:15][CH:14]=[C:9]([C:5]1[N:4]([CH3:3])[CH:8]=[CH:7][CH:6]=1)[C:10]([O:12][CH3:13])=[O:11] |f:0.1,4.5.6|. Procedure details: Sodium hydride (3.05 g, 50% dispersion in oil, 64 mmol) was washed with 40°-60° C. petroleum ether and then suspended in dry DMF (30 ml) under an atmosphere of nitrogen. A solution of methyl (1-methylpyrrol-2-yl)acetate (5 g, 32 mmol) and methyl formate (39.5 ml, 64 mmol) in DMF (10 ml) was then added dropwise at room temperature with vigorous stirring. After 3 hours, the reaction mixture was poured into 10% aqueous potassium carbonate (100 ml) and extracted with ether (2×100 ml). The aqueous la...